This data is from the Open Reaction Database (ORD), a public repository of structured organic reaction records. The task is: describe an organic reaction: reactants, conditions, products, and yield Reactants: [N+](=O)([O-])C=1C(=NC=CC1)N1CCC(CC1)=CC#C (3-Nitro-2-(4-prop-2-ynylidenepiperidin-1-yl)pyridine), C(Br)(Br)(Br)Br (CBr4), [OH-].[K+] (potassium hydroxide), crown ether. Run in C1=CC=CC=C1 (benzene). Conditions: temperature 65 celsius, time 11 hour. Product: BrC#CC=C1CCN(CC1)C1=NC=CC=C1[N+](=O)[O-] (2-[4-(3-Bromoprop-2-ynylidene)piperidin-1-yl]-3-nitropyridine). RXN SMILES: [N+:1]([C:4]1[C:5]([N:10]2[CH2:15][CH2:14][C:13](=[CH:16][C:17]#[CH:18])[CH2:12][CH2:11]2)=[N:6][CH:7]=[CH:8][CH:9]=1)([O-:3])=[O:2].C(Br)(Br)(Br)[Br:20].[OH-].[K+]>C1C=CC=CC=1>[Br:20][C:18]#[C:17][CH:16]=[C:13]1[CH2:14][CH2:15][N:10]([C:5]2[C:4]([N+:1]([O-:3])=[O:2])=[CH:9][CH:8]=[CH:7][N:6]=2)[CH2:11][CH2:12]1 |f:2.3|. Procedure: A mixture of Compound 1c (200 mg, 0.82 mmol), CBr4 (0.54 mg, 1.65 mmol), potassium hydroxide (0.138 mg, 2.46 mmol), 18-C-6 crown ether (21.8 mg, 0.823 mmol) and 10 mL of benzene was stirred at 65° C. for 11 h. The reactants are O=C1CC2C(CC(OC(=O)c3ccccc3)C2CCC2(COc3cccc(Cl)c3)OCCO2)O1, O=C([O-])[O-], CO, [Cl-], [K+], [K+], [NH4+]. As a reaction SMILES: [C:1](=[O:2])([c:3]1[cH:4][cH:5][cH:6][cH:7][cH:8]1)[O:9][CH:10]1[CH:11]([CH2:19][CH2:20][C:21]2([CH2:22][O:23][c:24]3[cH:25][c:26]([Cl:30])[cH:27][cH:28][cH:29]3)[O:31][CH2:32][CH2:33][O:34]2)[CH:12]2[CH:13]([O:14][C:15](=[O:17])[CH2:16]2)[CH2:18]1.[C:35](=[O:36])([O-:37])[O-:38].[CH3:43][OH:44].[Cl-:41].[K+:39].[K+:40].[NH4+:42]>>[OH:9][CH:10]1[CH:11]([CH2:19][CH2:20][C:21]2([CH2:22][O:23][c:24]3[cH:25][c:26]([Cl:30])[cH:27][cH:28][cH:29]3)[O:31][CH2:32][CH2:33][O:34]2)[CH:12]2[CH:13]([O:14][C:15](=[O:17])[CH2:16]2)[CH2:18]1. The product is O=C1CC2C(CC(O)C2CCC2(COc3cccc(Cl)c3)OCCO2)O1.